Task: describe an organic reaction: reactants, conditions, products, and yield. Dataset: the Open Reaction Database (ORD), a public repository of structured organic reaction records The reactants are [BH3-]C#N, CCOC(=O)C1CCCC1=O, CC(C)N, CC(=O)O, CCO, [Na+]. Yields the product CCOC(=O)C1=C(NC(C)C)CCC1. RXN SMILES: [C:16]([BH3-:17])#[N:18].[CH2:1]([CH3:2])[O:3][C:4](=[O:5])[CH:6]1[C:7](=[O:11])[CH2:8][CH2:9][CH2:10]1.[CH3:12][CH:13]([CH3:14])[NH2:15].[CH3:20][C:21](=[O:22])[OH:23].[CH3:24][CH2:25][OH:26].[Na+:19]>>[CH2:1]([CH3:2])[O:3][C:4](=[O:5])[C:6]1=[C:7]([NH:15][CH:13]([CH3:12])[CH3:14])[CH2:8][CH2:9][CH2:10]1.